This data is from the Open Reaction Database (ORD), a public repository of structured organic reaction records. The task is: describe an organic reaction: reactants, conditions, products, and yield Starting materials: C1CCOC1 (THF), CN (methylamine), C(C(=O)Cl)(=O)Cl (oxalyl chloride), FC(CNS(=O)(=O)C(C)C)(C)C1=CC=C(C=C1)C1=CC=C(C(=O)O)C=C1 (4-[4-(1-Fluoro-1-methyl-2-{[(methylethyl)sulfonyl]amino}ethyl)phenyl]benzoic Acid). Reagents/catalysts: CN(C)C=O (DMF). The solvent is O (water), C(Cl)Cl (CH2Cl2). Yields the product FC(CNS(=O)(=O)C(C)C)(C)C1=CC=C(C=C1)C1=CC=C(C=C1)C(=O)NC ({4-[4-(1-Fluoro-1-methyl-2{[(methylethyl)sulfonyl]amino}ethyl)phenyl]phenyl}-N-methylcarboxamide). Isolated yield 32.0%. RXN SMILES: C(Cl)(=O)C(Cl)=O.[F:7][C:8]([C:18]1[CH:23]=[CH:22][C:21]([C:24]2[CH:32]=[CH:31][C:27]([C:28](O)=[O:29])=[CH:26][CH:25]=2)=[CH:20][CH:19]=1)([CH3:17])[CH2:9][NH:10][S:11]([CH:14]([CH3:16])[CH3:15])(=[O:13])=[O:12].C1COCC1.[CH3:38][NH2:39]>C(Cl)Cl.CN(C=O)C.O>[F:7][C:8]([C:18]1[CH:23]=[CH:22][C:21]([C:24]2[CH:32]=[CH:31][C:27]([C:28]([NH:39][CH3:38])=[O:29])=[CH:26][CH:25]=2)=[CH:20][CH:19]=1)([CH3:17])[CH2:9][NH:10][S:11]([CH:14]([CH3:16])[CH3:15])(=[O:13])=[O:12]. Reported procedure: Into a 50 mL single neck flask, 1 mL oxalyl chloride was added syringe wise to 4-[4-(1-fluoro-1-methyl-2-{[(methylethyl)sulfonyl]amino}ethyl)phenyl]benzoic acid (150 mg, 0.40 mmol, prepared in example 4) in CH2Cl2 (10 mL) while stirring under nitrogen at room temperature. Immediately, 1 drop of DMF was added by pipette initiating a foaming of the mixture. The reaction was stirred one hour at this temperature and then concentrated under reduced vacuum to yield a white semi-solid. This material wa...